From a dataset of the Open Reaction Database (ORD), a public repository of structured organic reaction records. describe an organic reaction: reactants, conditions, products, and yield The reactants are C(C1=CC=CC=C1)OC1=CC=C2C=CNC2=C1 (6-benzyloxyindole), C(C)[Mg]Br (ethylmagnesium bromide), CC1(C(C1(C)C)C(=O)Cl)C (2,2,3,3-tetramethylcyclopropanecarbonyl chloride). Reagents/catalysts: [Cl-].[Zn+2].[Cl-] (zinc chloride). Run in ClCCl (dichloromethane). Product: C(C1=CC=CC=C1)OC1=CC=C2C(=CNC2=C1)C(=O)C1C(C1(C)C)(C)C ((6-Benzyloxy-1H-indol-3-yl)-(2,2,3,3-tetramethyl-cyclopropyl)-methanone). The yield is 64.4%. Reaction SMILES: [CH2:1]([O:8][C:9]1[CH:17]=[C:16]2[C:12]([CH:13]=[CH:14][NH:15]2)=[CH:11][CH:10]=1)[C:2]1[CH:7]=[CH:6][CH:5]=[CH:4][CH:3]=1.C([Mg]Br)C.[CH3:22][C:23]1([CH3:31])[C:25]([CH3:27])([CH3:26])[CH:24]1[C:28](Cl)=[O:29]>ClCCl.[Cl-].[Zn+2].[Cl-]>[CH2:1]([O:8][C:9]1[CH:17]=[C:16]2[C:12]([C:13]([C:28]([CH:24]3[C:25]([CH3:27])([CH3:26])[C:23]3([CH3:31])[CH3:22])=[O:29])=[CH:14][NH:15]2)=[CH:11][CH:10]=1)[C:2]1[CH:3]=[CH:4][CH:5]=[CH:6][CH:7]=1 |f:4.5.6|. Procedure details: A mixture of 6-benzyloxyindole (Lancaster, 2.0 g, 9.0 mmol), ethylmagnesium bromide (1.0 M solution in THF, 11 mL, 11 mmol), zinc chloride (1.0 M solution in Et2O, 11 mL, 11 mmol) and the product of Example 1A (13.4 mmol) in 30 mL of dichloromethane was processed as described in Example 1B to provide the title compound (2.0 g, 5.8 mmol, 64% yield). MS (DCI/NH3) m/z 348 (M+H)+.